This data is from the Open Reaction Database (ORD), a public repository of structured organic reaction records. The task is: describe an organic reaction: reactants, conditions, products, and yield Reactants: CC(C)CCSCCCCCCl, ClCCl, O=C(OO)c1cccc(Cl)c1. The product is CC(C)CCS(=O)CCCCCCl. Reaction SMILES: [CH2:1]([CH2:2][CH:3]([CH3:4])[CH3:5])[S:6][CH2:7][CH2:8][CH2:9][CH2:10][CH2:11][Cl:12].[CH2:24]([Cl:25])[Cl:26].[OH:13][O:14][C:15]([c:16]1[cH:17][c:18]([Cl:19])[cH:20][cH:21][cH:22]1)=[O:23]>>[CH2:1]([CH2:2][CH:3]([CH3:4])[CH3:5])[S:6]([CH2:7][CH2:8][CH2:9][CH2:10][CH2:11][Cl:12])=[O:13]. Reactants: BrB(Br)Br, ClCCl, CCOC(=O)Cc1cc(Cl)c(OC)cc1C. Yields the product CCOC(=O)Cc1cc(Cl)c(O)cc1C. Reaction SMILES: [B:1]([Br:2])([Br:3])[Br:4].[Cl:21][CH2:22][Cl:23].[Cl:5][c:6]1[c:7]([O:19][CH3:20])[cH:8][c:9]([CH3:18])[c:10]([CH2:12][C:13](=[O:14])[O:15][CH2:16][CH3:17])[cH:11]1>>[Cl:5][c:6]1[c:7]([OH:19])[cH:8][c:9]([CH3:18])[c:10]([CH2:12][C:13](=[O:14])[O:15][CH2:16][CH3:17])[cH:11]1. The reactants are ClC=1N=CC(=NC1)C(=O)O (5-Chloropyrazine-2-carboxylic acid), C(C(=O)Cl)(=O)Cl (Oxalyl dichloride). Solvent: C(Cl)Cl (DCM). The product is ClC=1N=CC(=NC1)C(=O)Cl (5-Chloropyrazine-2-carbonyl chloride). The yield is 104.0%. Reaction SMILES: [Cl:1][C:2]1[N:3]=[CH:4][C:5]([C:8]([OH:10])=O)=[N:6][CH:7]=1.C(Cl)(=O)C([Cl:14])=O>C(Cl)Cl>[Cl:1][C:2]1[N:3]=[CH:4][C:5]([C:8]([Cl:14])=[O:10])=[N:6][CH:7]=1. Procedure details: 5-Chloropyrazine-2-carboxylic acid (3.15 mmol, 500 mg) was dissolved in DCM (55 ml). Oxalyl dichloride (6.62 mmol, 841 mg) was added slowly and the resulting mixture was refluxed for 2 h. After, the reaction had stopped the mixture was concentrated. 580 mg of the title compound was obtained. 1H-NMR (400 MHz, CDCl3) δ 8.78 (d, 1H), 9.09 (d, 1H). The reactants are CCOC(=O)CCn1c(C)cnc(O)c1=O, Cc1ccccc1, CCOC(C)=O, NCC(F)(F)c1ccccc1. The product is CCOC(=O)CCn1c(C)cnc(NCC(F)(F)c2ccccc2)c1=O. RXN SMILES: [CH3:1][CH2:2][O:3][C:4](=[O:5])[CH2:6][CH2:7][n:8]1[c:9](=[O:16])[c:10]([OH:15])[n:11][cH:12][c:13]1[CH3:14].[CH3:28][c:29]1[cH:30][cH:31][cH:32][cH:33][cH:34]1.[CH3:35][CH2:36][O:37][C:38](=[O:39])[CH3:40].[F:17][C:18]([CH2:19][NH2:20])([c:21]1[cH:22][cH:23][cH:24][cH:25][cH:26]1)[F:27]>>[CH3:1][CH2:2][O:3][C:4](=[O:5])[CH2:6][CH2:7][n:8]1[c:9](=[O:16])[c:10]([NH:20][CH2:19][C:18]([F:17])([c:21]2[cH:22][cH:23][cH:24][cH:25][cH:26]2)[F:27])[n:11][cH:12][c:13]1[CH3:14]. Starting materials: FC(CO)(F)F (2,2,2-trifluoroethanol), [H-].[Na+] (sodium hydride), suspension, IC1=CC=C(C=C1)C1=NOC(=N1)C1=NN(C(=C1)C)CC1=CC=C(C=C1)C (3-(4-iodophenyl)-5-[5-methyl-1-(4-methylbenzyl)-1H-pyrazol-3-yl]-1,2,4-oxadiazole), O (water). The reagents and catalysts are [Cu]I (copper(I) iodide). Run in CN(C)C=O (DMF), C(C)(=O)OCC (ethyl acetate). Conditions: temperature 50 celsius, time 15 minute. The product is CC1=CC(=NN1CC1=CC=C(C=C1)C)C1=NC(=NO1)C1=CC=C(C=C1)OCC(F)(F)F (5-[5-Methyl-1-(4-methylbenzyl)-1H-pyrazol-3-yl]-3-[4-(2,2,2-trifluoroethoxy)phenyl]-1,2,4-oxadiazole). The yield is 17.5%. Reaction SMILES: [F:1][C:2]([F:6])([F:5])[CH2:3][OH:4].[H-].[Na+].I[C:10]1[CH:15]=[CH:14][C:13]([C:16]2[N:20]=[C:19]([C:21]3[CH:25]=[C:24]([CH3:26])[N:23]([CH2:27][C:28]4[CH:33]=[CH:32][C:31]([CH3:34])=[CH:30][CH:29]=4)[N:22]=3)[O:18][N:17]=2)=[CH:12][CH:11]=1.O>CN(C=O)C.[Cu]I.C(OCC)(=O)C>[CH3:26][C:24]1[N:23]([CH2:27][C:28]2[CH:29]=[CH:30][C:31]([CH3:34])=[CH:32][CH:33]=2)[N:22]=[C:21]([C:19]2[O:18][N:17]=[C:16]([C:13]3[CH:14]=[CH:15][C:10]([O:4][CH2:3][C:2]([F:6])([F:5])[F:1])=[CH:11][CH:12]=3)[N:20]=2)[CH:25]=1 |f:1.2|. Procedure: A solution of 2,2,2-trifluoroethanol (175 mg, 1.75 mmol) in DMF (2 ml) was added to sodium hydride (117 mg of a 60% suspension in mineral oil, 2.94 mmol). The mixture was stirred at 50° C. for 15 minutes. Then, 3-(4-iodophenyl)-5-[5-methyl-1-(4-methylbenzyl)-1H-pyrazol-3-yl]-1,2,4-oxadiazole (Example 13, 200 mg, 0.44 mmol) and copper(I) iodide (167 mg, 0.88 mmol) were added and the reaction mixture was stirred at 110° C. for one hour. The reaction mixture was cooled and water (100 mL) and ethyl ...